Dataset: the Open Reaction Database (ORD), a public repository of structured organic reaction records. Task: describe an organic reaction: reactants, conditions, products, and yield The reactants are ClC(C(=O)N(C)C)C (2-chloro-N,N-dimethylpropionamide), FC1=C(C=CC=C1)C1=NNC=C1C (3-(o-fluorophenyl)-4-methylpyrazole), CC=1C(=NNC1)C1=CC=CC=C1 (4-methyl-3-phenylpyrazole). The product is C(C)C(C(=O)N(C)C)N1N=C(C(=C1)C)C1=C(C=CC=C1)F (α-ethyl-3-(o-fluorophenyl)-N,N,4-trimethylpyrazole-1-acetamide). Reaction SMILES: Cl[CH:2]([CH3:8])[C:3]([N:5]([CH3:7])[CH3:6])=[O:4].[F:9][C:10]1[CH:15]=[CH:14][CH:13]=[CH:12][C:11]=1[C:16]1[C:20]([CH3:21])=[CH:19][NH:18][N:17]=1.[CH3:22]C1C(C2C=CC=CC=2)=NNC=1>>[CH2:8]([CH:2]([N:18]1[CH:19]=[C:20]([CH3:21])[C:16]([C:11]2[CH:12]=[CH:13][CH:14]=[CH:15][C:10]=2[F:9])=[N:17]1)[C:3]([N:5]([CH3:7])[CH3:6])=[O:4])[CH3:22]. Reported procedure: Using the procedure of Example 1, but substituting 2-bromo-N,N-dimethylbutyramide for 2-chloro-N,N-dimethylpropionamide and 3-(o-fluorophenyl)-4-methylpyrazole for 4-methyl-3-phenylpyrazole, there was obtained α-ethyl-3-(o-fluorophenyl)-N,N,4-trimethylpyrazole-1-acetamide, b.p. 171°-173° C./0.15 mm. Starting materials: CCOC(=O)c1c(O)cc(C(F)(F)Cl)nc1C(F)(F)F, CCI, CC(C)=O, [K+], [K+], O=C([O-])[O-]. Product: CCOC(=O)c1c(OCC)cc(C(F)(F)Cl)nc1C(F)(F)F. As a reaction SMILES: [CH2:1]([CH3:2])[O:3][C:4](=[O:5])[c:6]1[c:7]([C:17]([F:18])([F:19])[F:20])[n:8][c:9]([C:13]([F:14])([F:15])[Cl:16])[cH:10][c:11]1[OH:12].[CH2:27]([CH3:28])[I:29].[CH3:30][C:31](=[O:32])[CH3:33].[K+:21].[K+:22].[O-:23][C:24]([O-:25])=[O:26]>>[CH2:1]([CH3:2])[O:3][C:4](=[O:5])[c:6]1[c:7]([C:17]([F:18])([F:19])[F:20])[n:8][c:9]([C:13]([F:14])([F:15])[Cl:16])[cH:10][c:11]1[O:12][CH2:27][CH3:28]. Starting materials: C(C1=CC=CC=C1)OC1=CC=C(OC[C@H]2OC2)C=C1 ((2S)-2-[(4-(benzyloxy)phenoxy)methyl]-oxirane), C(C1=CC=CC=C1)N[C@H](CO)CC1=CC=C(C=C1)[N+](=O)[O-] ((2S)-2-(benzylamino)-3-(4-nitrophenyl)-1-propanol). Run in C(C)O (ethanol). Yields the product C(C1=CC=CC=C1)N(C[C@@H](COC1=CC=C(C=C1)OCC1=CC=CC=C1)O)[C@H](CO)CC1=CC=C(C=C1)[N+](=O)[O-] ((2S)-2-[N-benzyl-N-[(2S)-3-[4-(benzyloxy)phenoxy]-2-hydroxypropyl]amino]-3-(4-nitrophenyl)-1-propanol). The yield is 81.0%. As a reaction SMILES: [CH2:1]([O:8][C:9]1[CH:19]=[CH:18][C:12]([O:13][CH2:14][C@@H:15]2[CH2:17][O:16]2)=[CH:11][CH:10]=1)[C:2]1[CH:7]=[CH:6][CH:5]=[CH:4][CH:3]=1.[CH2:20]([NH:27][C@@H:28]([CH2:31][C:32]1[CH:37]=[CH:36][C:35]([N+:38]([O-:40])=[O:39])=[CH:34][CH:33]=1)[CH2:29][OH:30])[C:21]1[CH:26]=[CH:25][CH:24]=[CH:23][CH:22]=1>C(O)C>[CH2:20]([N:27]([C@@H:28]([CH2:31][C:32]1[CH:33]=[CH:34][C:35]([N+:38]([O-:40])=[O:39])=[CH:36][CH:37]=1)[CH2:29][OH:30])[CH2:17][C@H:15]([OH:16])[CH2:14][O:13][C:12]1[CH:18]=[CH:19][C:9]([O:8][CH2:1][C:2]2[CH:7]=[CH:6][CH:5]=[CH:4][CH:3]=2)=[CH:10][CH:11]=1)[C:21]1[CH:22]=[CH:23][CH:24]=[CH:25][CH:26]=1. Procedure: A solution of (2S)-2-[(4-(benzyloxy)phenoxy)methyl]-oxirane (1.19 g) and (2S)-2-(benzylamino)-3-(4-nitrophenyl)-1-propanol (1.33 g) in ethanol (13 ml) was refluxed for 20 hours. After cooling to room temperature, the solvent was removed by evaporation and the residue was chromatographed on silica gel (eluent: chloroform/methanol=98/2) to give (2S)-2-[N-benzyl-N-[(2S)-3-[4-(benzyloxy)phenoxy]-2-hydroxypropyl]amino]-3-(4-nitrophenyl)-1-propanol (2.04 g) as a yellow gum. Yield: 4.6%. Reported procedure: 0.3 g of ethyl 3-(2-oxo-5,5-diphenylcyclohex-3-enylamino)acrylate is dissolved in 6 cm3 of ethanol. The solution obtained is cooled to a temperature in the region of 0° C. 2 cm3 of sodium ethoxide solution (obtained from 0.23 g of sodium in 20 cm3 of ethanol) are added to the preceding solution at a temperature of between 0 and 5° C. After warming to a temperature in the region of 20° C., the resulting mixture is stirred for about 18 hours. About ten grams of crushed ice are then added to the re... Run at temperature 0 celsius, time 18 hour. Reactants: [O-]CC.[Na+] (sodium ethoxide), O=C1C(CC(C=C1)(C1=CC=CC=C1)C1=CC=CC=C1)NC=CC(=O)OCC (ethyl 3-(2-oxo-5,5-diphenylcyclohex-3-enylamino)acrylate), ice. The solvent is C(C)O (ethanol). As a reaction SMILES: O=[C:2]1[CH:7]=[CH:6][C:5]([C:14]2[CH:19]=[CH:18][CH:17]=[CH:16][CH:15]=2)([C:8]2[CH:13]=[CH:12][CH:11]=[CH:10][CH:9]=2)[CH2:4][CH:3]1[NH:20][CH:21]=[CH:22][C:23]([O:25][CH2:26][CH3:27])=[O:24].[O-]CC.[Na+]>C(O)C>[C:8]1([C:5]2([C:14]3[CH:15]=[CH:16][CH:17]=[CH:18][CH:19]=3)[CH2:4][C:3]3[NH:20][CH:21]=[C:22]([C:23]([O:25][CH2:26][CH3:27])=[O:24])[C:2]=3[CH:7]=[CH:6]2)[CH:13]=[CH:12][CH:11]=[CH:10][CH:9]=1 |f:1.2|. The product is C1(=CC=CC=C1)C1(C=CC=2C(=CNC2C1)C(=O)OCC)C1=CC=CC=C1 (ethyl 6,6-diphenyl-6,7-dihydro-1H-indole-3-carboxylate). Reactants: BrC=1C=CC(=NC1F)C1=NN(C2=CN=C(C=C21)C=2C=NC=CC2)COCC[Si](C)(C)C (3-(5-bromo-6-fluoropyridin-2-yl)-5-(pyridin-3-yl)-1-((2-(trimethylsilyl)ethoxy)methyl)-1H-pyrazolo[3,4-c]pyridine), Cl.N1CC[C@@H](CCC1)NC(OCC1=CC=CC=C1)=O ((R)-benzyl azepan-4-ylcarbamate hydrochloride). Product: BrC=1C(=NC(=CC1)C1=NN(C2=CN=C(C=C21)C=2C=NC=CC2)COCC[Si](C)(C)C)N2CC[C@@H](CCC2)NC(OCC2=CC=CC=C2)=O ((R)-benzyl 1-(3-bromo-6-(5-(pyridin-3-yl)-1-((2-(trimethylsilyl)ethoxy)methyl)-1H-pyrazolo[3,4-c]pyridin-3-yl)pyridin-2-yl)azepan-4-ylcarbamate). RXN SMILES: [Br:1][C:2]1[CH:3]=[CH:4][C:5]([C:9]2[C:17]3[C:12](=[CH:13][N:14]=[C:15]([C:18]4[CH:19]=[N:20][CH:21]=[CH:22][CH:23]=4)[CH:16]=3)[N:11]([CH2:24][O:25][CH2:26][CH2:27][Si:28]([CH3:31])([CH3:30])[CH3:29])[N:10]=2)=[N:6][C:7]=1F.Cl.[NH:33]1[CH2:39][CH2:38][CH2:37][C@@H:36]([NH:40][C:41](=[O:50])[O:42][CH2:43][C:44]2[CH:49]=[CH:48][CH:47]=[CH:46][CH:45]=2)[CH2:35][CH2:34]1>>[Br:1][C:2]1[C:7]([N:33]2[CH2:39][CH2:38][CH2:37][C@@H:36]([NH:40][C:41](=[O:50])[O:42][CH2:43][C:44]3[CH:45]=[CH:46][CH:47]=[CH:48][CH:49]=3)[CH2:35][CH2:34]2)=[N:6][C:5]([C:9]2[C:17]3[C:12](=[CH:13][N:14]=[C:15]([C:18]4[CH:19]=[N:20][CH:21]=[CH:22][CH:23]=4)[CH:16]=3)[N:11]([CH2:24][O:25][CH2:26][CH2:27][Si:28]([CH3:31])([CH3:30])[CH3:29])[N:10]=2)=[CH:4][CH:3]=1 |f:1.2|. Reported procedure: Following the procedures of Examples 241 and 287, 3-(5-bromo-6-fluoropyridin-2-yl)-5-(pyridin-3-yl)-1-((2-(trimethylsilyl)ethoxy)methyl)-1H-pyrazolo[3,4-c]pyridine and (R)-benzyl azepan-4-ylcarbamate hydrochloride were reacted to give (R)-benzyl 1-(3-bromo-6-(5-(pyridin-3-yl)-1-((2-(trimethylsilyl)ethoxy)methyl)-1H-pyrazolo[3,4-c]pyridin-3-yl)pyridin-2-yl)azepan-4-ylcarbamate, which was dissolved in Trifluoroacetic Acid (5 mL) and Methylene chloride (5 mL), and treated with Trifluoromethanesulfo... The reactants are BrC=1C=CC=CC1Br. The reagents and catalysts are N=1C=CC=CC1N2B(NC=3C=CC=CC32)B4NC=5C=CC=CC5N4C6=NC=CC=C6, O1B(OC(C)(C)C1(C)C)B2OC(C)(C)C(O2)(C)C, C[OH2+].C[OH2+].C1CC=CCCC=C1.C1CC=CCCC=C1.[Ir].[Ir]. Run in O(C)C1CCCC1. Reaction conditions: temperature 80 celsius, time 16 hour. The product is BrC1=CC=C(C=C1Br)B2OC(C)(C)C(O2)(C)C. Isolated yield 98.0%. Procedure details: The general procedure A was followed using 1,2-dibromobenzene (58.6 uL, 0.5 mmol) and B2pin2 (126.9 mg, 0.5 mmol, 1.0 eq.) as starting material. The resulting mixture was allowed to stir 16 hours at 80 oC. 5j was obtained as colorless oil (178.2 mg, 98%) after purification by silica gel flash chromatography (EtOAc/PE=1:50 v/v). Reactants: ClC1=C(C2=C(CCN(CC2)C(C(F)(F)F)=O)C=C1)OS(=O)(=O)C(F)(F)F (7-chloro-3-(2,2,2-trifluoroacetyl)-6-trifluoromethanesulfonyloxy-2,3,4,5-tetrahydro-1H-benzo[d]azepine), NCC1=CC=C(C(=O)NC(C)(C)C)C=C1 (4-aminomethyl-N-tert-butyl-benzamide). Yields the product C(C)(C)(C)NC(=O)C1=CC=C(CNC2=C(C=CC=3CCN(CCC32)C(C(F)(F)F)=O)Cl)C=C1 (6-(4-tert-butylcarbamoyl-benzylamino)-7-chloro-3-(2,2,2-trifluoroacetyl)-2,3,4,5-tetrahydro-1H-benzo[d]azepine). RXN SMILES: [Cl:1][C:2]1[CH:18]=[CH:17][C:5]2[CH2:6][CH2:7][N:8]([C:11](=[O:16])[C:12]([F:15])([F:14])[F:13])[CH2:9][CH2:10][C:4]=2[C:3]=1OS(C(F)(F)F)(=O)=O.[NH2:27][CH2:28][C:29]1[CH:41]=[CH:40][C:32]([C:33]([NH:35][C:36]([CH3:39])([CH3:38])[CH3:37])=[O:34])=[CH:31][CH:30]=1>>[C:36]([NH:35][C:33]([C:32]1[CH:31]=[CH:30][C:29]([CH2:28][NH:27][C:3]2[C:4]3[CH2:10][CH2:9][N:8]([C:11](=[O:16])[C:12]([F:15])([F:14])[F:13])[CH2:7][CH2:6][C:5]=3[CH:17]=[CH:18][C:2]=2[Cl:1])=[CH:41][CH:40]=1)=[O:34])([CH3:39])([CH3:37])[CH3:38]. Procedure details: Use a method similar to the General Procedure 5-2, using 7-chloro-3-(2,2,2-trifluoroacetyl)-6-trifluoromethanesulfonyloxy-2,3,4,5-tetrahydro-1H-benzo[d]azepine (0.2 g, 0.35 mmol) and 4-aminomethyl-N-tert-butyl-benzamide (0.2 g, 1.06 mmol), to give 6-(4-tert-butylcarbamoyl-benzylamino)-7-chloro-3-(2,2,2-trifluoroacetyl)-2,3,4,5-tetrahydro-1H-benzo[d]azepine as a colorless oil.